From a dataset of the Open Reaction Database (ORD), a public repository of structured organic reaction records. describe an organic reaction: reactants, conditions, products, and yield The reactants are CNCCNC (N,N'-dimethylethylenediamine), COC1=CC=C(C=O)C=C1 (4-methoxybenzaldehyde). Solvent: C1=CC=CC=C1 (Benzene). Product: crude product, COC1=CC=C(C=C1)C1N(CCN1C)C (2-(4-methoxyphenyl)-1,3-dimethylimidazolidine). Reaction SMILES: [CH3:1][NH:2][CH2:3][CH2:4][NH:5][CH3:6].[CH3:7][O:8][C:9]1[CH:16]=[CH:15][C:12]([CH:13]=O)=[CH:11][CH:10]=1>C1C=CC=CC=1>[CH3:7][O:8][C:9]1[CH:16]=[CH:15][C:12]([CH:13]2[N:5]([CH3:6])[CH2:4][CH2:3][N:2]2[CH3:1])=[CH:11][CH:10]=1. Procedure details: Benzene (20 ml) and N,N'-dimethylethylenediamine (1.56 ml, 14.7 mmol) were added to 4-methoxybenzaldehyde (2 g, 14.7 mmol), and the m tture was refluxed under heating for 5 hours while removing the generated water. Benzene was evaporated to give a crude product of 2-(4-methoxyphenyl)-1,3-dimethylimidazolidine. Run in CO (methanol). Procedure: Sodium borohydride in pellets (5.71 g; 0.0396 mol) was added to a cold (~0° C.) stirring mixture of compound of Description 7 [3-[(5-methoxy-1H-indol-3-yl)methyl]-1-methyl-pyridinium iodide] (7.45 g; 0.0196 mol) in methanol (150 ml). The reaction mixture was stirred at 0° C. for 2 hours. The reaction was then quenched with a saturated solution of aqueous sodium carbonate and the solvent (methanol) was evaporated under vacuum. The product was extracted with methylene chloride from the residual al... Reactants: [BH4-].[Na+] (Sodium borohydride), [I-].COC=1C=C2C(=CNC2=CC1)CC=1C=[N+](C=CC1)C (3-[(5-methoxy-1H-indol-3-yl)methyl]-1-methyl-pyridinium iodide). Product: COC=1C=C2C(=CNC2=CC1)CC=1CN(CCC1)C (5-methoxy-3-(N-methyl-1,2,5,6-tetrahydro-pyridin-3-yl-methyl)-1H-indole). Reaction SMILES: [BH4-].[Na+].[I-].[CH3:4][O:5][C:6]1[CH:7]=[C:8]2[C:12](=[CH:13][CH:14]=1)[NH:11][CH:10]=[C:9]2[CH2:15][C:16]1[CH:17]=[N+:18]([CH3:22])[CH:19]=[CH:20][CH:21]=1>CO>[CH3:4][O:5][C:6]1[CH:7]=[C:8]2[C:12](=[CH:13][CH:14]=1)[NH:11][CH:10]=[C:9]2[CH2:15][C:16]1[CH2:17][N:18]([CH3:22])[CH2:19][CH2:20][CH:21]=1 |f:0.1,2.3|.